This data is from the Open Reaction Database (ORD), a public repository of structured organic reaction records. The task is: describe an organic reaction: reactants, conditions, products, and yield Reactants: C[C@]12CC[C@H]3[C@H]([C@@H]1CC[C@@H]2O)CC[C@@H]4[C@@]3(C=CC(=O)C4)C (5α-androst-1-en-17β-ol-3-one), N (ammonia), [Cl-].[Na+] (sodium chloride). Reagents/catalysts: [Au] (gold). Solvent: O1CCCC1 (tetrahydrofuran). Yields the product C[C@]12CCC(=O)C[C@@H]1CC[C@@H]3[C@@H]2CC[C@]4([C@H]3CC[C@@H]4O)C (5α-androstan-17β-ol-3-one). Reaction SMILES: [CH3:1][C@@:2]12[C@@H:10]([OH:11])[CH2:9][CH2:8][C@H:7]1[C@@H:6]1[CH2:12][CH2:13][C@H:14]3[CH2:20][C:18](=[O:19])[CH:17]=[CH:16][C@:15]3([CH3:21])[C@H:5]1[CH2:4][CH2:3]2.N.[Cl-].[Na+]>[Au].O1CCCC1>[CH3:21][C@@:15]12[C@H:5]3[CH2:4][CH2:3][C@:2]4([CH3:1])[C@@H:10]([OH:11])[CH2:9][CH2:8][C@H:7]4[C@@H:6]3[CH2:12][CH2:13][C@H:14]1[CH2:20][C:18](=[O:19])[CH2:17][CH2:16]2 |f:2.3|. Reported procedure: 0.5 g. of 5α-androst-1-en-17β-ol-3-one in 20 ml. of tetrahydrofuran is reacted in 150 ml. of ammonia for 15 minutes at 0.2 A/cm2 in a divided cell with the use of sodium chloride as the conductive salt and a gold cathode and an anode of glass-like carbon. After the catholyte has been worked up and the crude product has been recrystallized, 0.38 g. of 5α-androstan-17β-ol-3-one is obtained, m.p. 173° - 175° C. The reactants are COC1=CC=C(C=C1)CCC1=C(C(=O)O)C=CC=C1 (2-[2-(4-methoxyphenyl)ethyl]benzoic acid), FC(C(=O)OC(C(F)(F)F)=O)(F)F (trifluoroacetic anhydride). Run in C(Cl)Cl (methylene chloride). Run at time 5 hour. The product is COC=1C=CC2=C(C(C3=C(CC2)C=CC=C3)=O)C1 (3-Methoxy-10,11-dihydro-5H-dibenzo[a,d]cyclohepten-5-one). RXN SMILES: [CH3:1][O:2][C:3]1[CH:8]=[CH:7][C:6]([CH2:9][CH2:10][C:11]2[CH:19]=[CH:18][CH:17]=[CH:16][C:12]=2[C:13]([OH:15])=O)=[CH:5][CH:4]=1.FC(F)(F)C(OC(=O)C(F)(F)F)=O>C(Cl)Cl>[CH3:1][O:2][C:3]1[CH:4]=[CH:5][C:6]2[CH2:9][CH2:10][C:11]3[CH:19]=[CH:18][CH:17]=[CH:16][C:12]=3[C:13](=[O:15])[C:7]=2[CH:8]=1. Reported procedure: To 50 ml of a methylene chloride solution containing 1.80 g (7.0 mmol) of 2-[2-(4-methoxyphenyl)ethyl]benzoic acid were added 1.83 ml (13 mmol) of trifluoroacetic anhydride and 0.8 ml (6.3 mmol) of boron trifluoride ethyl ether complex and the mixture was stirred at room temperature for 5 hours. Reactants: BrCCC=1C2C(C(CC1)C2)(C)C (2-(2-bromoethyl)-6,6-dimethylbicyclo[3.1.1]hept-2-ene), IC1=CC=C(C=C1)O (4-iodophenol), BrCCC=1C2C(C(CC1)C2)(C)C (2-(2-bromoethyl)-6,6-dimethylbicyclo[3.1.1]hept-2-ene), C(=O)([O-])[O-].[K+].[K+] (K2CO3). Solvent: CN(C)C=O (DMF), CCOC(=O)C (EtOAc). Run at time 8 hour. The product is IC1=CC=C(OCCC=2C3C(C(CC2)C3)(C)C)C=C1 (2-(2-(4-Iodophenoxy)ethyl)-6,6-dimethylbicyclo[3.1.1]hept-2-ene). The yield is 28.2%. RXN SMILES: [I:1][C:2]1[CH:7]=[CH:6][C:5]([OH:8])=[CH:4][CH:3]=1.Br[CH2:10][CH2:11][C:12]1[CH:13]2[CH2:18][CH:15]([CH2:16][CH:17]=1)[C:14]2([CH3:20])[CH3:19].C([O-])([O-])=O.[K+].[K+]>CN(C=O)C.CCOC(C)=O>[I:1][C:2]1[CH:7]=[CH:6][C:5]([O:8][CH2:10][CH2:11][C:12]2[CH:13]3[CH2:18][CH:15]([CH2:16][CH:17]=2)[C:14]3([CH3:19])[CH3:20])=[CH:4][CH:3]=1 |f:2.3.4|. Procedure: A mixture of 4-iodophenol (0.4 g; 1.82 mmol), 2-(2-bromoethyl)-6,6-dimethylbicyclo[3.1.1]hept-2-ene (0.45 g, 1.97 mmol) and K2CO3 (0.3 g, 2.17 mmol) in anhydrous DMF (5 ml) was stirred overnight at room temperature. Another portion of 2-(2-bromoethyl)-6,6-dimethylbicyclo[3.1.1]hept-2-ene (0.3 g) was added and stirring was continued for 6 h. The mixture was diluted to 50 ml with EtOAc and washed with H2O (50 ml). The organic layer was separated, dried over MgSO4 and filtered. The filtrate was eva... Starting materials: CS(=O)(=O)O, CN(C)C=O, O=c1[nH]c2cc(Cl)c(Cl)cc2n1CCCO, O=C1NCN(c2ccccc2)C12CCNCC2. Product: O=C1NCN(c2ccccc2)C12CCN(CCCn1c(=O)[nH]c3cc(Cl)c(Cl)cc31)CC2. As a reaction SMILES: [CH3:1][S:2]([OH:3])(=[O:4])=[O:5].[CH3:39][N:40]([CH3:41])[CH:42]=[O:43].[Cl:6][c:7]1[cH:8][c:9]2[c:10]([n:11]([CH2:15][CH2:16][CH2:17][OH:18])[c:12](=[O:14])[nH:13]2)[cH:19][c:20]1[Cl:21].[c:22]1([N:28]2[CH2:29][NH:30][C:31](=[O:38])[C:32]23[CH2:33][CH2:34][NH:35][CH2:36][CH2:37]3)[cH:23][cH:24][cH:25][cH:26][cH:27]1>>[Cl:6][c:7]1[cH:8][c:9]2[c:10]([n:11]([CH2:15][CH2:16][CH2:17][N:35]3[CH2:34][CH2:33][C:32]4([N:28]([c:22]5[cH:23][cH:24][cH:25][cH:26][cH:27]5)[CH2:29][NH:30][C:31]4=[O:38])[CH2:37][CH2:36]3)[c:12](=[O:14])[nH:13]2)[cH:19][c:20]1[Cl:21]. Reactants: O=C([O-])[O-], CCCNCCC, CN(C)C=O, O=Cc1cc([N+](=O)[O-])ccc1F, [K+], [K+]. Yields the product CCCN(CCC)c1ccc([N+](=O)[O-])cc1C=O. As a reaction SMILES: [C:20](=[O:21])([O-:22])[O-:23].[CH2:13]([CH2:14][CH3:15])[NH:16][CH2:17][CH2:18][CH3:19].[CH3:26][N:27]([CH3:28])[CH:29]=[O:30].[F:1][c:2]1[c:3]([CH:4]=[O:5])[cH:6][c:7]([N+:10](=[O:11])[O-:12])[cH:8][cH:9]1.[K+:24].[K+:25]>>[c:2]1([N:16]([CH2:13][CH2:14][CH3:15])[CH2:17][CH2:18][CH3:19])[c:3]([CH:4]=[O:5])[cH:6][c:7]([N+:10](=[O:11])[O-:12])[cH:8][cH:9]1. Reactants: C1(=CC=CC=C1)C(N1N=NN=C1C1=C(C=CC=C1)B(O)O)(C1=CC=CC=C1)C1=CC=CC=C1 (2-(N-triphenylmethyltetrazol-5-yl)phenylboronic acid), tetrakis(triphenylphosphine) Pd(0), C(CCC)N1C(N(C(=C1)CCCC)CC=1C=NC(=CC1)Br)=O (1,4-dibutyl-1,3-dihydro-3-[(6-bromo-3-pyridinyl)methyl]-2H-imdazol-2-one), C([O-])([O-])=O.[Na+].[Na+] (sodium carbonate). Run in C(C)(=O)O (acetic acid), C(C)O (ethanol), C1(=CC=CC=C1)C (toluene), C1(=CC=CC=C1)C (toluene), C(C)O (ethanol). Reaction conditions: time 14 hour. Product: C(CCC)N1C(N(C(=C1)CCCC)CC=1C=NC(=CC1)C1=C(C=CC=C1)C1=NN=NN1)=O (1,4-dibutyl-1,3-dihydro-3-[[6-[2-(1H-tetrazol-5-yl)phenyl]-3-pyridinyl]methyl]-2H-imidazol-2-one). Yield: 43.0%. Reaction SMILES: C1(C(C2C=CC=CC=2)(C2C=CC=CC=2)[N:8]2[C:12]([C:13]3[CH:18]=[CH:17][CH:16]=[CH:15][C:14]=3B(O)O)=[N:11][N:10]=[N:9]2)C=CC=CC=1.[CH2:34]([N:38]1[CH:42]=[C:41]([CH2:43][CH2:44][CH2:45][CH3:46])[N:40]([CH2:47][C:48]2[CH:49]=[N:50][C:51](Br)=[CH:52][CH:53]=2)[C:39]1=[O:55])[CH2:35][CH2:36][CH3:37].C(=O)([O-])[O-].[Na+].[Na+]>C(O)(=O)C.C(O)C.C1(C)C=CC=CC=1>[CH2:34]([N:38]1[CH:42]=[C:41]([CH2:43][CH2:44][CH2:45][CH3:46])[N:40]([CH2:47][C:48]2[CH:49]=[N:50][C:51]([C:14]3[CH:15]=[CH:16][CH:17]=[CH:18][C:13]=3[C:12]3[NH:8][N:9]=[N:10][N:11]=3)=[CH:52][CH:53]=2)[C:39]1=[O:55])[CH2:35][CH2:36][CH3:37] |f:2.3.4|. Procedure: A solution of 21.7 g (50.2 mmol) of 2-(N-triphenylmethyltetrazol-5-yl)phenylboronic acid from step 6 in 80 mL, of ethanol and 130 mL, of toluene was added to a mixture of 5 g (4 mmol) of tetrakis(triphenylphosphine) Pd(0), 16.75 g (45.8 mmol) of 1,4-dibutyl-1,3-dihydro-3-[(6-bromo-3-pyridinyl)methyl]-2H-imidazol-2-one from step 5, 225 mL of toluene, 100 mL of 2 M sodium carbonate, and 150 mL of ethanol. The reaction mixture was heated to reflux and vigorously stirred under nitrogen for 14 h. The... The reactants are CC(=O)OC(C)=O, CC(=O)OC=O, O=CO, ClCCl, NC(c1ccc(F)cc1)c1cc(F)cc(C(F)(F)F)c1. Yields the product O=CNC(c1ccc(F)cc1)c1cc(F)cc(C(F)(F)F)c1. As a reaction SMILES: [CH3:27][C:28]([O:29][C:30](=[O:31])[CH3:32])=[O:33].[CH:21](=[O:22])[O:23][C:24](=[O:25])[CH3:26].[CH:34]([OH:35])=[O:36].[Cl:37][CH2:38][Cl:39].[F:1][c:2]1[cH:3][c:4]([CH:12]([NH2:13])[c:14]2[cH:15][cH:16][c:17]([F:20])[cH:18][cH:19]2)[cH:5][c:6]([C:8]([F:9])([F:10])[F:11])[cH:7]1>>[F:1][c:2]1[cH:3][c:4]([CH:12]([NH:13][CH:21]=[O:22])[c:14]2[cH:15][cH:16][c:17]([F:20])[cH:18][cH:19]2)[cH:5][c:6]([C:8]([F:9])([F:10])[F:11])[cH:7]1. Reactants: C1CCNCC1, CCO, O=Cc1[nH]cc2c1CCNC2=O, O=C1Cc2cc(C(=O)N3CCOCC3)ccc2N1. Yields the product O=C1Nc2ccc(C(=O)N3CCOCC3)cc2C1=Cc1[nH]cc2c1CCNC2=O. Reaction SMILES: [CH2:31]1[CH2:32][CH2:33][NH:34][CH2:35][CH2:36]1.[CH3:37][CH2:38][OH:39].[O:19]=[C:20]1[NH:21][CH2:22][CH2:23][c:24]2[c:25]1[cH:26][nH:27][c:28]2[CH:29]=[O:30].[O:1]1[CH2:2][CH2:3][N:4]([C:7](=[O:8])[c:9]2[cH:10][c:11]3[c:15]([cH:16][cH:17]2)[NH:14][C:13](=[O:18])[CH2:12]3)[CH2:5][CH2:6]1>>[O:1]1[CH2:2][CH2:3][N:4]([C:7](=[O:8])[c:9]2[cH:10][c:11]3[c:15]([cH:16][cH:17]2)[NH:14][C:13](=[O:18])[C:12]3=[CH:29][c:28]2[c:24]3[c:25]([cH:26][nH:27]2)[C:20](=[O:19])[NH:21][CH2:22][CH2:23]3)[CH2:5][CH2:6]1. The reactants are CO, ClCCl, COc1ccc(-c2sc3ccccc3c2C(=O)c2ccc(OCCN3CCCC3)nc2)cc1. Product: O=C(c1ccc(OCCN2CCCC2)nc1)c1c(-c2ccc(O)cc2)sc2ccccc12. As a reaction SMILES: [CH3:34][OH:35].[Cl:36][CH2:37][Cl:38].[N:1]1([CH2:6][CH2:7][O:8][c:9]2[cH:10][cH:11][c:12]([C:15](=[O:16])[c:17]3[c:18]4[c:19]([s:20][c:21]3-[c:22]3[cH:23][cH:24][c:25]([O:28][CH3:29])[cH:26][cH:27]3)[cH:30][cH:31][cH:32][cH:33]4)[cH:13][n:14]2)[CH2:2][CH2:3][CH2:4][CH2:5]1>>[N:1]1([CH2:6][CH2:7][O:8][c:9]2[cH:10][cH:11][c:12]([C:15](=[O:16])[c:17]3[c:18]4[c:19]([s:20][c:21]3-[c:22]3[cH:23][cH:24][c:25]([OH:28])[cH:26][cH:27]3)[cH:30][cH:31][cH:32][cH:33]4)[cH:13][n:14]2)[CH2:2][CH2:3][CH2:4][CH2:5]1. Reported procedure: 8.0 g (20 millimoles) of 1-(4-carbomethoxyphenyl)-4-(5,6,7,8-tetrahydro-5,5,8,8-tetramethyl-2-naphthalenyl)-butane-1,4-dione (for preparation see Example 9) and 5.5 g (0.1 mole) of ammonium chloride in 150 ml of dry dimethylformamide were heated for 6 hours at 150° C. After cooling, the mixture was poured onto water and the precipitated crystals were filtered off under suction, washed several times with water and dried in a stream of nitrogen. Purification by column chromatography (silica gel; n... Run in CN(C=O)C (dimethylformamide). As a reaction SMILES: [C:1]([C:5]1[CH:10]=[CH:9][C:8]([C:11](=O)[CH2:12][CH2:13][C:14]([C:16]2[CH:25]=[CH:24][C:23]3[C:22]([CH3:27])([CH3:26])[CH2:21][CH2:20][C:19]([CH3:29])([CH3:28])[C:18]=3[CH:17]=2)=O)=[CH:7][CH:6]=1)([O:3][CH3:4])=[O:2].[Cl-].[NH4+:32]>CN(C)C=O>[C:1]([C:5]1[CH:10]=[CH:9][C:8]([C:11]2[NH:32][C:14]([C:16]3[CH:25]=[CH:24][C:23]4[C:22]([CH3:27])([CH3:26])[CH2:21][CH2:20][C:19]([CH3:29])([CH3:28])[C:18]=4[CH:17]=3)=[CH:13][CH:12]=2)=[CH:7][CH:6]=1)([O:3][CH3:4])=[O:2] |f:1.2|. The product is C(=O)(OC)C1=CC=C(C=C1)C=1NC(=CC1)C1=CC=2C(CCC(C2C=C1)(C)C)(C)C (2-(4-Carbomethoxyphenyl)-5-(5,6,7,8-tetrahydro-5,5,8,8-tetramethyl-2-naphthalenyl)-pyrrole). Yield: 46.4%. The reactants are C(=O)(OC)C1=CC=C(C=C1)C(CCC(=O)C1=CC=2C(CCC(C2C=C1)(C)C)(C)C)=O (1-(4-carbomethoxyphenyl)-4-(5,6,7,8-tetrahydro-5,5,8,8-tetramethyl-2-naphthalenyl)-butane-1,4-dione), [Cl-].[NH4+] (ammonium chloride).